Dataset: the Open Reaction Database (ORD), a public repository of structured organic reaction records. Task: describe an organic reaction: reactants, conditions, products, and yield Starting materials: C1(CCCCC1)CS(=O)(=O)N1[C@@H](CCCC1)C(=O)N ((2S)-1-[(cyclohexylmethyl)sulfonyl]-2-piperidinecarboxamide), C(C(=O)Cl)(=O)Cl (oxalyl chloride), CN(C=O)C (dimethylformamide). Solvent: N1=CC=CC=C1 (pyridine). The product is C1(CCCCC1)CS(=O)(=O)N1[C@@H](CCCC1)C#N ((2S)-1-[(cyclohexylmethyl)sulfonyl]-2-piperidinecarbonitrile). As a reaction SMILES: [CH:1]1([CH2:7][S:8]([N:11]2[CH2:16][CH2:15][CH2:14][CH2:13][C@H:12]2[C:17]([NH2:19])=O)(=[O:10])=[O:9])[CH2:6][CH2:5][CH2:4][CH2:3][CH2:2]1.C(Cl)(=O)C(Cl)=O.CN(C)C=O>N1C=CC=CC=1>[CH:1]1([CH2:7][S:8]([N:11]2[CH2:16][CH2:15][CH2:14][CH2:13][C@H:12]2[C:17]#[N:19])(=[O:9])=[O:10])[CH2:2][CH2:3][CH2:4][CH2:5][CH2:6]1. Procedure: The title compound was prepared by a similar method to Preparation 3 from (2S)-1-[(cyclohexylmethyl)sulfonyl]-2-piperidinecarboxamide [see Preparation 26], oxalyl chloride, dimethylformamide and pyridine. The crude product was purified by column chromatography on silica gel eluting with a solvent gradient of 80:20 changing to 20:80, by volume (in 10% increments), hexane:ethyl acetate to afford (2S)-1-[(cyclohexylmethyl)sulfonyl]-2-piperidinecarbonitrile as an oil. Reactants: ClC=1C=CC(=C(C1)O)C1=NC2=C(N1CC1=CC(=CC=C1)Cl)C=C(C(=C2)F)F (5-chloro-2-[1-(3-chloro-benzyl)-5,6-difluoro-1H-benzoimidazol-2-yl]-phenol), COC(COC1=CC=C(C=C1)CBr)=O ((4-bromomethyl-phenoxy)-acetic acid methyl ester), solid. The product is COC(COC1=CC=C(C=C1)COC1=C(C=CC(=C1)Cl)C1=NC2=C(N1CC1=CC(=CC=C1)Cl)C=C(C(=C2)F)F)=O ((4-{5-Chloro-2-[1-(3-chloro-benzyl)-5,6-difluoro-1H-benzoimidazol-2-yl]-phenoxymethyl}-phenoxy)-acetic acid methyl ester). RXN SMILES: [Cl:1][C:2]1[CH:3]=[CH:4][C:5]([C:9]2[N:13]([CH2:14][C:15]3[CH:20]=[CH:19][CH:18]=[C:17]([Cl:21])[CH:16]=3)[C:12]3[CH:22]=[C:23]([F:27])[C:24]([F:26])=[CH:25][C:11]=3[N:10]=2)=[C:6]([OH:8])[CH:7]=1.[CH3:28][O:29][C:30](=[O:41])[CH2:31][O:32][C:33]1[CH:38]=[CH:37][C:36]([CH2:39]Br)=[CH:35][CH:34]=1>>[CH3:28][O:29][C:30](=[O:41])[CH2:31][O:32][C:33]1[CH:38]=[CH:37][C:36]([CH2:39][O:8][C:6]2[CH:7]=[C:2]([Cl:1])[CH:3]=[CH:4][C:5]=2[C:9]2[N:13]([CH2:14][C:15]3[CH:20]=[CH:19][CH:18]=[C:17]([Cl:21])[CH:16]=3)[C:12]3[CH:22]=[C:23]([F:27])[C:24]([F:26])=[CH:25][C:11]=3[N:10]=2)=[CH:35][CH:34]=1. Reported procedure: The title compound was prepared in analogy to Example 5, intermediate a, from 5-chloro-2-[1-(3-chloro-benzyl)-5,6-difluoro-1H-benzoimidazol-2-yl]-phenol (Example 53, intermediate a) and (4-bromomethyl-phenoxy)-acetic acid methyl ester (CAS Reg. No. 104508-23-8). Brown sticky solid (74%). MS (Turbo Spray): m/z=583.4 (M+H).